Dataset: the Open Reaction Database (ORD), a public repository of structured organic reaction records. Task: describe an organic reaction: reactants, conditions, products, and yield The reactants are C=C(P(=O)(O)O)P(=O)(O)O, Cl. Product: C=C([PH](=O)O)P(=O)(O)O. Reaction SMILES: [CH2:1]=[C:2]([P:3](=[O:4])([OH:5])[OH:6])[P:7]([OH:8])([OH:9])=[O:10].[ClH:11]>>[CH2:1]=[C:2]([P:3](=[O:4])([OH:5])[OH:6])[PH:7](=[O:8])[OH:9]. Starting materials: C1(CC1)C(C)(O)C1=CC=C(C=C1)F (1-Cyclopropyl-1-(4-fluorophenyl)ethanol), FC(C(=O)O)(F)F (trifluoroacetic acid), CSCC=1C=CC=C2C=CNC12 (7-[(Methylsulfanyl)methyl]-1H-indole). Run in ClCCl (dichloromethane), ClCCl (dichloromethane). Run at time 30 minute. The product is C1(CC1)C(C)(C1=CC=C(C=C1)F)C1=CNC2=C(C=CC=C12)CSC (3-[1-Cyclopropyl-1-(4-fluorophenyl)ethyl]-7-[(methylsulfanyl)methyl]-1H-indole). Reaction SMILES: [CH:1]1([C:4]([C:7]2[CH:12]=[CH:11][C:10]([F:13])=[CH:9][CH:8]=2)(O)[CH3:5])[CH2:3][CH2:2]1.FC(F)(F)C(O)=O.[CH3:21][S:22][CH2:23][C:24]1[CH:25]=[CH:26][CH:27]=[C:28]2[C:32]=1[NH:31][CH:30]=[CH:29]2>ClCCl>[CH:1]1([C:4]([C:29]2[C:28]3[C:32](=[C:24]([CH2:23][S:22][CH3:21])[CH:25]=[CH:26][CH:27]=3)[NH:31][CH:30]=2)([C:7]2[CH:12]=[CH:11][C:10]([F:13])=[CH:9][CH:8]=2)[CH3:5])[CH2:3][CH2:2]1. Procedure: 559 mg (3.10 mmol) of the compound from Example 77A and 0.26 ml (3.39 mmol) of trifluoroacetic acid were added to 500 mg (2.82 mmol) of the compound from Example 8A in 12 ml of dichloromethane. The reaction mixture was stirred at RT for 30 min and then diluted with dichloromethane, washed with saturated aqueous sodium bicarbonate solution and saturated aqueous sodium chloride solution, dried over sodium sulfate, filtered and concentrated. Purification of the crude product by preparative HPLC (mo...